Task: describe an organic reaction: reactants, conditions, products, and yield. Dataset: the Open Reaction Database (ORD), a public repository of structured organic reaction records The reactants are BrC1=CC=C(C=C1)C=1N(C=C(N1)C(F)(F)F)C1=CC(=C(C=C1)S(=O)(=O)C)F (2-(4-bromophenyl)-1-[3-fluoro-4-(methylsulfonyl)phenyl]-4-trifluoromethyl-1H-imidazole), C(CCC)[Sn](C=1N=CSC1)(CCCC)CCCC (4-(tributylstannyl)thiazole), [Cl-].[Li+] (lithium chloride). The reagents and catalysts are C=1C=CC(=CC1)[P](C=2C=CC=CC2)(C=3C=CC=CC3)[Pd]([P](C=4C=CC=CC4)(C=5C=CC=CC5)C=6C=CC=CC6)([P](C=7C=CC=CC7)(C=8C=CC=CC8)C=9C=CC=CC9)[P](C=1C=CC=CC1)(C=1C=CC=CC1)C=1C=CC=CC1 (tetrakis(triphenylphosphine)palladium(0)). Solvent: O1CCOCC1 (1,4-dioxane). Yields the product FC=1C=C(C=CC1S(=O)(=O)C)N1C(=NC(=C1)C(F)(F)F)C1=CC=C(C=C1)C=1N=CSC1 (1-[3-Fluoro-4-(methylsulfonyl)phenyl]-2-[4-(4-thiazolyl)phenyl]-4-trifluoromethyl-1H-imidazole). Yield: 87.5%. Reaction SMILES: Br[C:2]1[CH:7]=[CH:6][C:5]([C:8]2[N:9]([C:17]3[CH:22]=[CH:21][C:20]([S:23]([CH3:26])(=[O:25])=[O:24])=[C:19]([F:27])[CH:18]=3)[CH:10]=[C:11]([C:13]([F:16])([F:15])[F:14])[N:12]=2)=[CH:4][CH:3]=1.C([Sn](CCCC)(CCCC)[C:33]1[N:34]=[CH:35][S:36][CH:37]=1)CCC.[Cl-].[Li+]>O1CCOCC1.C1C=CC([P]([Pd]([P](C2C=CC=CC=2)(C2C=CC=CC=2)C2C=CC=CC=2)([P](C2C=CC=CC=2)(C2C=CC=CC=2)C2C=CC=CC=2)[P](C2C=CC=CC=2)(C2C=CC=CC=2)C2C=CC=CC=2)(C2C=CC=CC=2)C2C=CC=CC=2)=CC=1>[F:27][C:19]1[CH:18]=[C:17]([N:9]2[CH:10]=[C:11]([C:13]([F:16])([F:15])[F:14])[N:12]=[C:8]2[C:5]2[CH:6]=[CH:7][C:2]([C:33]3[N:34]=[CH:35][S:36][CH:37]=3)=[CH:3][CH:4]=2)[CH:22]=[CH:21][C:20]=1[S:23]([CH3:26])(=[O:25])=[O:24] |f:2.3,^1:57,59,78,97|. Reported procedure: To a stirred solution of 2-(4-bromophenyl)-1-[3-fluoro-4-(methylsulfonyl)phenyl]-4-trifluoromethyl-1H-imidazole (0.361 g, 0.78 mmol) in 1,4-dioxane (12 mL) was added 4-(tributylstannyl)thiazole (0.35 g, 0.94 mmol ), lithium chloride (0.083 g, 1.95 mmol), and tetrakis(triphenylphosphine)palladium(0) (0.090 g, 0.078 mmol) at room temperature under nitrogen. The mixture was heated at reflux temperature for 3 hours. After cooling, volatiles were removed by evaporation. The residue was redissolved in... The yield is 79.4%. The reactants are NC1=C(C=C(C=C1Cl)C(O)CN(CCCCCOCCC1=NC=CC=C1)CC1=CC=CC=C1)Cl (4-amino-3,5-dichloro-α-[[(phenylmethyl)[5-[2-(2-pyridinyl)ethoxy]pentyl]amino]methyl]benzenemethanol). Reagents/catalysts: [Pd] (palladium on charcoal). As a reaction SMILES: [NH2:1][C:2]1[C:7]([Cl:8])=[CH:6][C:5]([CH:9]([CH2:11][N:12](CC2C=CC=CC=2)[CH2:13][CH2:14][CH2:15][CH2:16][CH2:17][O:18][CH2:19][CH2:20][C:21]2[CH:26]=[CH:25][CH:24]=[CH:23][N:22]=2)[OH:10])=[CH:4][C:3]=1[Cl:34]>[Pd]>[NH2:1][C:2]1[C:7]([Cl:8])=[CH:6][C:5]([CH:9]([CH2:11][NH:12][CH2:13][CH2:14][CH2:15][CH2:16][CH2:17][O:18][CH2:19][CH2:20][C:21]2[CH:26]=[CH:25][CH:24]=[CH:23][N:22]=2)[OH:10])=[CH:4][C:3]=1[Cl:34]. Product: NC1=C(C=C(C=C1Cl)C(O)CNCCCCCOCCC1=NC=CC=C1)Cl (4-Amino-3,5-dichloro-α-[[[5-[2-(2-pyridinyl)ethoxy]pentyl]amino]methyl]benzenemethanol). Procedure details: From 4-amino-3,5-dichloro-α-[[(phenylmethyl)[5-[2-(2-pyridinyl)ethoxy]pentyl]amino]methyl]benzenemethanol (2.67 g), using pre-reduced 10% palladium on charcoal (50% aqueous paste, 400 mg) as the catalyst for hydrogenation. FCC eluting with System C (95:5:1) gave the title compound as a pale yellow oil (1.74 g), t.l.c. (System C 95:5:1) Rf 0.07. A solution of the title compound (900 mg) in methanol (5 ml) was treated with fumaric acid (127 mg) in methanol (5 ml) and the solution was concentrated.... Reactants: FC(OC1=CC=C(C=C1)NC=1C(N(S(C1C1=CC=CC=C1)(=O)=O)CC=1C=CC(=NC1)NC(OC(C)(C)C)=O)=O)F (tert-butyl (5-{[4-{[4-(difluoromethoxy)phenyl]amino}-1,1-dioxido-3-oxo-5-phenylisothiazol-2(3H)-yl]methyl}pyridin-2-yl)carbamate), FC(OC1=CC=C(N)C=C1)F (4-(difluoromethoxy)aniline), H+. Yields the product NC1=CC=C(C=N1)CN1S(C(=C(C1=O)NC1=CC=C(C=C1)OC(F)F)C1=CC=CC=C1)(=O)=O (2-[(6-Aminopyridin-3-yl)methyl]-4-{[4-(difluoromethoxy)phenyl]amino}-5-phenylisothiazol-3(2H)-one 1,1-dioxide). As a reaction SMILES: [F:1][CH:2]([F:40])[O:3][C:4]1[CH:9]=[CH:8][C:7]([NH:10][C:11]2[C:12](=[O:39])[N:13]([CH2:24][C:25]3[CH:26]=[CH:27][C:28]([NH:31]C(=O)OC(C)(C)C)=[N:29][CH:30]=3)[S:14](=[O:23])(=[O:22])[C:15]=2[C:16]2[CH:21]=[CH:20][CH:19]=[CH:18][CH:17]=2)=[CH:6][CH:5]=1.FC(F)OC1C=CC(N)=CC=1>>[NH2:31][C:28]1[N:29]=[CH:30][C:25]([CH2:24][N:13]2[C:12](=[O:39])[C:11]([NH:10][C:7]3[CH:6]=[CH:5][C:4]([O:3][CH:2]([F:40])[F:1])=[CH:9][CH:8]=3)=[C:15]([C:16]3[CH:21]=[CH:20][CH:19]=[CH:18][CH:17]=3)[S:14]2(=[O:22])=[O:23])=[CH:26][CH:27]=1. Procedure details: The title compound was prepared from tert-butyl (5-{[4-{[4-(difluoromethoxy)phenyl]amino}-1,1-dioxido-3-oxo-5-phenylisothiazol-2(3H)-yl]methyl}pyridin-2-yl)carbamate and 4-(difluoromethoxy)aniline in a similar manner as described for e.g. Example 5. 1H NMR (400 MHz, DMSO): δ 3.57-3.71 (m, 2H), 5.77 (s, 2H), 6.15 (d, 1H), 6.91 (d, 1H), 7.23-7.28 (m, 2H), 7.38-7.48 (m, 6H), 7.86 (d, 1H); Mass Spectrum: M+H+ 473. Reactants: C1CCOC1, CC(C)C[AlH]CC(C)C, COC(=O)CCc1ccc(C)c(C(=O)c2c(SC)nn(-c3c(Cl)cc(C(F)(F)F)cc3Cl)c2N)c1. Product: CSc1nn(-c2c(Cl)cc(C(F)(F)F)cc2Cl)c(N)c1C(=O)c1cc(CCCO)ccc1C. Reaction SMILES: [CH2:45]1[O:46][CH2:47][CH2:48][CH2:49]1.[CH3:36][CH:37]([CH2:38][AlH:39][CH2:40][CH:41]([CH3:42])[CH3:43])[CH3:44].[NH2:1][c:2]1[c:3]([C:21]([c:22]2[c:23]([CH3:34])[cH:24][cH:25][c:26]([CH2:28][CH2:29][C:30](=[O:31])[O:32][CH3:33])[cH:27]2)=[O:35])[c:4]([S:19][CH3:20])[n:5][n:6]1-[c:7]1[c:8]([Cl:18])[cH:9][c:10]([C:14]([F:15])([F:16])[F:17])[cH:11][c:12]1[Cl:13]>>[NH2:1][c:2]1[c:3]([C:21]([c:22]2[c:23]([CH3:34])[cH:24][cH:25][c:26]([CH2:28][CH2:29][CH2:30][OH:31])[cH:27]2)=[O:35])[c:4]([S:19][CH3:20])[n:5][n:6]1-[c:7]1[c:8]([Cl:18])[cH:9][c:10]([C:14]([F:15])([F:16])[F:17])[cH:11][c:12]1[Cl:13].